Dataset: the Open Reaction Database (ORD), a public repository of structured organic reaction records. Task: describe an organic reaction: reactants, conditions, products, and yield Starting materials: ClC1=CC=C(C=C1)C=1C=C(C=NC1OCC(F)(F)F)N (5-(4-chloro-phenyl)-6-(2,2, 2-trifluoro-ethoxy)-pyridin-3-ylamine), OC=1C=CC(=NC1)C(=O)O (5-hydroxy-2-pyridinecarboxylic acid). Yields the product ClC1=CC=C(C=C1)C=1C=C(C=NC1OCC(F)(F)F)NC(=O)C1=NC=C(C=C1)O (5-hydroxy-pyridine-2-carboxylic acid[5-(4-chloro-phenyl)-6-(2,2,2-trifluoro-ethoxy)-pyridin-3-yl]-amide). Reaction SMILES: [Cl:1][C:2]1[CH:7]=[CH:6][C:5]([C:8]2[CH:9]=[C:10]([NH2:20])[CH:11]=[N:12][C:13]=2[O:14][CH2:15][C:16]([F:19])([F:18])[F:17])=[CH:4][CH:3]=1.[OH:21][C:22]1[CH:23]=[CH:24][C:25]([C:28](O)=[O:29])=[N:26][CH:27]=1>>[Cl:1][C:2]1[CH:3]=[CH:4][C:5]([C:8]2[CH:9]=[C:10]([NH:20][C:28]([C:25]3[CH:24]=[CH:23][C:22]([OH:21])=[CH:27][N:26]=3)=[O:29])[CH:11]=[N:12][C:13]=2[O:14][CH2:15][C:16]([F:17])([F:18])[F:19])=[CH:6][CH:7]=1. Reported procedure: The title compound was synthesized in analogy to Example 1, using 5-(4-chloro-phenyl)-6-(2,2, 2-trifluoro-ethoxy)-pyridin-3-ylamine and 5-hydroxy-2-pyridinecarboxylic acid (CAN 15069-92-8) as starting materials; LC-MS (UV peak area/ESI) 96.3%, 422.0523 (M−H)−.